Task: describe an organic reaction: reactants, conditions, products, and yield. Dataset: the Open Reaction Database (ORD), a public repository of structured organic reaction records The reactants are CC(=O)OC(C)=O, CCN(C(C)C)C(C)C, ClCCl, Cl, NCc1cccc(B(O)O)c1. Yields the product CC(=O)NCc1cccc(B(O)O)c1. As a reaction SMILES: [CH3:1][C:2]([O:3][C:5]([CH3:6])=[O:7])=[O:4].[CH:20]([N:21]([CH2:22][CH3:23])[CH:24]([CH3:25])[CH3:26])([CH3:27])[CH3:28].[Cl:29][CH2:30][Cl:31].[ClH:19].[NH2:8][CH2:9][c:10]1[cH:11][c:12]([B:16]([OH:17])[OH:18])[cH:13][cH:14][cH:15]1>>[C:5]([CH3:6])(=[O:7])[NH:8][CH2:9][c:10]1[cH:11][c:12]([B:16]([OH:17])[OH:18])[cH:13][cH:14][cH:15]1. The reactants are C1(CCCC1)N1N=C(C(=C1N)C(=O)N)C (1-cyclopentyl-3-methyl-5-amino-1H-pyrazole-4-carboxamide), C(CC)OC1=C(C=O)C=CC=C1 (2-propoxybenzaldehyde), xylenes, CS(=O)(=O)O (methanesulfonic acid). Solvent: O (water). Yield: 39.9%. As a reaction SMILES: [CH:1]1([N:6]2[C:10]([NH2:11])=[C:9]([C:12]([NH2:14])=[O:13])[C:8]([CH3:15])=[N:7]2)[CH2:5][CH2:4][CH2:3][CH2:2]1.[CH2:16]([O:19][C:20]1[CH:27]=[CH:26][CH:25]=[CH:24][C:21]=1[CH:22]=O)[CH2:17][CH3:18].CS(O)(=O)=O>O>[CH:1]1([N:6]2[C:10]3=[N:11][C:22]([C:21]4[CH:24]=[CH:25][CH:26]=[CH:27][C:20]=4[O:19][CH2:16][CH2:17][CH3:18])=[N:14][C:12](=[O:13])[C:9]3=[C:8]([CH3:15])[NH:7]2)[CH2:2][CH2:3][CH2:4][CH2:5]1. Product: C1(CCCC1)N1NC(=C2C1=NC(=NC2=O)C2=C(C=CC=C2)OCCC)C (1-cyclopentyl-3-methyl-6-(2-propoxyphenyl)-pyrazolo[3,4-d]pyrimidin-4-one). Procedure: A mixture of 1-cyclopentyl-3-methyl-5-amino-1H-pyrazole-4-carboxamide (3.98 g, 0.019 mol), 2-propoxybenzaldehyde (6.35 g, 0.038 mol), xylenes (150 ml) and methanesulfonic acid (0.5 ml) was heated at reflux for 39 hours with azeotropic removal of water. The reaction mixture was concentrated in vacuo and the residue was treated with 10% K2CO3 and ether. The layers were separated, the aqueous layer was extracted with ether and the combined ether layers were concentrated in vacuo. Analysis of the re... Reaction conditions: temperature 180 celsius. The product is C(C)(=O)NC=1C=C(C(=O)OCC)C=CC1[N+](=O)[O-] (ethyl 3-acetylamino-4-nitrobenzoate). Procedure: Nine milliliters of acetyl chloride were added to a mixture of 18.4 g of ethyl 3-amino-4-nitrobenzoate and 200 ml of N,N-dimethylaniline while being cooled with ice. The mixture was stirred at room temperature for 2 hours and then at 50° C. for 2 hours. The reaction solution was poured into cold 1-N hydrochloric acid, and the mixture was extracted twice with ethyl acetate. The organic layer was washed with 1-N hydrochloric acid and then with water, and was dried. The solvent was then distilled o... Reactants: C(C)(=O)Cl (acetyl chloride), NC=1C=C(C(=O)OCC)C=CC1[N+](=O)[O-] (ethyl 3-amino-4-nitrobenzoate), 1-N, Cl (hydrochloric acid). As a reaction SMILES: [C:1](Cl)(=[O:3])[CH3:2].[NH2:5][C:6]1[CH:7]=[C:8]([CH:14]=[CH:15][C:16]=1[N+:17]([O-:19])=[O:18])[C:9]([O:11][CH2:12][CH3:13])=[O:10].Cl>CN(C)C1C=CC=CC=1>[C:1]([NH:5][C:6]1[CH:7]=[C:8]([CH:14]=[CH:15][C:16]=1[N+:17]([O-:19])=[O:18])[C:9]([O:11][CH2:12][CH3:13])=[O:10])(=[O:3])[CH3:2]. Solvent: CN(C1=CC=CC=C1)C (N,N-dimethylaniline). Conditions: time 2 hour. Starting materials: O=C([O-])[O-], CN(C)C=O, [Cl-], C#CCOc1cc(Cl)ncn1, Oc1ccccc1F, [K+], [K+], [NH4+]. Product: C#CCOc1cc(Oc2ccccc2F)ncn1. As a reaction SMILES: [C:12](=[O:13])([O-:14])[O-:15].[CH3:28][N:29]([CH3:30])[CH:31]=[O:32].[Cl-:26].[Cl:1][c:2]1[n:3][cH:4][n:5][c:6]([O:8][CH2:9][C:10]#[CH:11])[cH:7]1.[F:18][c:19]1[c:20]([OH:25])[cH:21][cH:22][cH:23][cH:24]1.[K+:16].[K+:17].[NH4+:27]>>[c:2]1([O:25][c:20]2[c:19]([F:18])[cH:24][cH:23][cH:22][cH:21]2)[n:3][cH:4][n:5][c:6]([O:8][CH2:9][C:10]#[CH:11])[cH:7]1.